The task is: describe an organic reaction: reactants, conditions, products, and yield. This data is from the Open Reaction Database (ORD), a public repository of structured organic reaction records. The reactants are COC(=O)CCCCCCCN(C(=O)c1ccc(Cl)cc1)c1ccc(OCc2ccccc2)cc1, CO, [Na+], [OH-]. Product: O=C(O)CCCCCCCN(C(=O)c1ccc(Cl)cc1)c1ccc(OCc2ccccc2)cc1. RXN SMILES: [CH3:1][O:2][C:3]([CH2:4][CH2:5][CH2:6][CH2:7][CH2:8][CH2:9][CH2:10][N:11]([C:12]([c:13]1[cH:14][cH:15][c:16]([Cl:19])[cH:17][cH:18]1)=[O:20])[c:21]1[cH:22][cH:23][c:24]([O:27][CH2:28][c:29]2[cH:30][cH:31][cH:32][cH:33][cH:34]2)[cH:25][cH:26]1)=[O:35].[CH3:38][OH:39].[Na+:37].[OH-:36]>>[O:2]=[C:3]([CH2:4][CH2:5][CH2:6][CH2:7][CH2:8][CH2:9][CH2:10][N:11]([C:12]([c:13]1[cH:14][cH:15][c:16]([Cl:19])[cH:17][cH:18]1)=[O:20])[c:21]1[cH:22][cH:23][c:24]([O:27][CH2:28][c:29]2[cH:30][cH:31][cH:32][cH:33][cH:34]2)[cH:25][cH:26]1)[OH:35].